Dataset: the Open Reaction Database (ORD), a public repository of structured organic reaction records. Task: describe an organic reaction: reactants, conditions, products, and yield Starting materials: C1CCOC1, [Na+], COC(=O)Cn1c(=O)ccc2ncccc21, [OH-]. Yields the product O=C(O)Cn1c(=O)ccc2ncccc21. Reaction SMILES: [CH2:19]1[O:20][CH2:21][CH2:22][CH2:23]1.[Na+:18].[O:1]=[c:2]1[n:3]([CH2:12][C:13](=[O:14])[O:15][CH3:16])[c:4]2[cH:5][cH:6][cH:7][n:8][c:9]2[cH:10][cH:11]1.[OH-:17]>>[O:1]=[c:2]1[n:3]([CH2:12][C:13](=[O:14])[OH:15])[c:4]2[cH:5][cH:6][cH:7][n:8][c:9]2[cH:10][cH:11]1.